Dataset: the Open Reaction Database (ORD), a public repository of structured organic reaction records. Task: describe an organic reaction: reactants, conditions, products, and yield Starting materials: O=C(Cl)CCl, Cl, CCC(C)(N)C(=O)O, [Na+], [OH-]. Product: CCC(C)(NC(=O)CCl)C(=O)O. As a reaction SMILES: [Cl:11][CH2:12][C:13](=[O:14])[Cl:15].[ClH:16].[NH2:1][C:2]([CH2:3][CH3:4])([CH3:5])[C:6](=[O:7])[OH:8].[Na+:10].[OH-:9]>>[NH:1]([C:2]([CH2:3][CH3:4])([CH3:5])[C:6](=[O:7])[OH:8])[C:13]([CH2:12][Cl:11])=[O:14].